Dataset: the Open Reaction Database (ORD), a public repository of structured organic reaction records. Task: describe an organic reaction: reactants, conditions, products, and yield Starting materials: ClC1=NC=C(C=C1)CCl (2-chloro-5-(chloromethyl)pyridine), CC1(C=2C(OC1)=CC=1OCC3(C(NC4=CC=CC=C34)=O)C1C2)C (5,5-dimethyl-5,6-dihydrospiro[benzo[1,2-b:5,4-b′]difuran-3,3′-indol]-2′(1′H)-one), BrCC=1OC(=CC1)C(F)(F)F (2-bromomethyl-5-(trifloromethyl)furan), N1C(C2(C3=CC=CC=C13)COC=1C2=CC2=C(OCO2)C1)=O (spiro[furo[2,3-f][1,3]benzodioxole-7,3′-indol]-2′(1′H)-one). Yields the product ClC1=CC=C(C=N1)CN1C(C2(C3=CC=CC=C13)COC=1C2=CC2=C(OCO2)C1)=O (1′-[(6-chloropyridin-3-yl)methyl]spiro[furo[2,3-f][1,3]benzodioxole-7,3′-indol]-2′(1′H)-one). Reaction SMILES: [Cl:1][C:2]1[CH:7]=[CH:6][C:5]([CH2:8]Cl)=[CH:4][N:3]=1.BrCC1OC(C(F)(F)F)=CC=1.[NH:21]1[C:29]2[C:24](=[CH:25][CH:26]=[CH:27][CH:28]=2)[C:23]2([C:33]3=[CH:34][C:35]4[O:39][CH2:38][O:37][C:36]=4[CH:40]=[C:32]3[O:31][CH2:30]2)[C:22]1=[O:41].CC1(C)COC2=CC3OCC4(C=3C=C12)C1C(=CC=CC=1)NC4=O>>[Cl:1][C:2]1[N:3]=[CH:4][C:5]([CH2:8][N:21]2[C:29]3[C:24](=[CH:25][CH:26]=[CH:27][CH:28]=3)[C:23]3([C:33]4=[CH:34][C:35]5[O:39][CH2:38][O:37][C:36]=5[CH:40]=[C:32]4[O:31][CH2:30]3)[C:22]2=[O:41])=[CH:6][CH:7]=1. Procedure: Following the procedure described in EXAMPLE 10.21, and making non-critical variations using 2-chloro-5-(chloromethyl)pyridine to replace 2-bromomethyl-5-(trifloromethyl)furan, and spiro[furo[2,3-f][1,3]benzodioxole-7,3′-indol]-2′(1′H)-one to replace 5,5-dimethyl-5,6-dihydrospiro[benzo[1,2-b:5,4-b′]difuran-3,3′-indol]-2′(1′H)-one, the title compound was obtained (69%): 1H NMR (300 MHz, CDCl3) δ 8.42 (d, 1H), 7.63 (dd, 1H), 7.34-7.14 (m, 3H), 7.05 (t, 1H), 6.77 (d, 1H), 6.51 (s, 1H), 6.06 (s, 1H)... The reactants are Cn1c2c(c3cc(O)ccc31)CCC2=NCc1ccccc1, CN=C=O, ClCCl, C1CCC2=NCCCN2CC1. Yields the product CNC(=O)Oc1ccc2c(c1)c1c(n2C)C(=NCc2ccccc2)CC1. Reaction SMILES: [CH3:1][n:2]1[c:3]2[c:4]([c:5]3[cH:6][c:7]([OH:11])[cH:8][cH:9][c:10]13)[CH2:12][CH2:13][C:14]2=[N:15][CH2:16][c:17]1[cH:18][cH:19][cH:20][cH:21][cH:22]1.[CH3:34][N:35]=[C:36]=[O:37].[Cl:38][CH2:39][Cl:40].[N:23]12[CH2:24][CH2:25][CH2:26][N:27]=[C:28]1[CH2:29][CH2:30][CH2:31][CH2:32][CH2:33]2>>[CH3:1][n:2]1[c:3]2[c:4]([c:5]3[cH:6][c:7]([O:11][C:36]([NH:35][CH3:34])=[O:37])[cH:8][cH:9][c:10]13)[CH2:12][CH2:13][C:14]2=[N:15][CH2:16][c:17]1[cH:18][cH:19][cH:20][cH:21][cH:22]1. The reactants are CCO, [K+], NC(Cc1cc(F)cc(F)c1)C(O)CCl, [OH-], O. The product is NC(Cc1cc(F)cc(F)c1)C1CO1. RXN SMILES: [CH3:19][CH2:20][OH:21].[K+:17].[NH2:1][CH:2]([CH:3]([CH2:4][Cl:5])[OH:6])[CH2:7][c:8]1[cH:9][c:10]([F:15])[cH:11][c:12]([F:14])[cH:13]1.[OH-:16].[OH2:18]>>[NH2:1][CH:2]([CH:3]1[CH2:4][O:6]1)[CH2:7][c:8]1[cH:9][c:10]([F:15])[cH:11][c:12]([F:14])[cH:13]1. Starting materials: P(=O)(Cl)(Cl)Cl (phosphorus oxychloride), BrC1=CC=C(CN(C2=CC=CC=C2)C2=CC=CC=C2)C=C1 (N-(4-bromobenzyl)diphenylamine), C(C)(=O)[O-].[Na+] (sodium acetate). The solvent is CN(C=O)C (dimethylformamide). Conditions: temperature 100 celsius, time 30 minute. Yields the product BrC1=CC=C(CN(C2=CC=CC=C2)C2=CC=C(C=O)C=C2)C=C1 (4-[N-(4-bromobenzyl)-N-phenylamino]-benzaldehyde). Isolated yield 87.0%. RXN SMILES: [Br:1][C:2]1[CH:21]=[CH:20][C:5]([CH2:6][N:7]([C:14]2[CH:19]=[CH:18][CH:17]=[CH:16][CH:15]=2)[C:8]2[CH:13]=[CH:12][CH:11]=[CH:10][CH:9]=2)=[CH:4][CH:3]=1.P(Cl)(Cl)(Cl)=O.[C:27]([O-])(=[O:29])C.[Na+]>CN(C)C=O>[Br:1][C:2]1[CH:21]=[CH:20][C:5]([CH2:6][N:7]([C:14]2[CH:15]=[CH:16][C:17]([CH:27]=[O:29])=[CH:18][CH:19]=2)[C:8]2[CH:13]=[CH:12][CH:11]=[CH:10][CH:9]=2)=[CH:4][CH:3]=1 |f:2.3|. Reported procedure: In an argon atmosphere, N-(4-bromobenzyl)diphenylamine (169 mg, 0.500 mmol) obtained in Example 64 was dissolved in dimethylformamide (1.5 mL), and phosphorus oxychloride (0.116 mL, 1.25 mmol) was added thereto, followed by stirring at 100° C. for 30 minutes. The reaction liquid was cooled to room temperature, poured into saturated sodium acetate aqueous solution, and was extracted with ethyl acetate. The organic layer was washed with brine, and then dried over anhydrous sodium sulfate. The solv... Reactants: C(C1=CC=CC=C1)OCN1N=CC=C1 (1-benzyloxymethyl-1H-pyrazole), C(CCC)[Li] (n-Butyllithium), CN(C)C=O (DMF). Solvent: C1CCOC1 (THF). Run at temperature -78 celsius, time 30 minute. The product is C(C1=CC=CC=C1)OCN1N=CC=C1C=O (2-Benzyloxymethyl-2H-pyrazole-3-carbaldehyde). As a reaction SMILES: [CH2:1]([O:8][CH2:9][N:10]1[CH:14]=[CH:13][CH:12]=[N:11]1)[C:2]1[CH:7]=[CH:6][CH:5]=[CH:4][CH:3]=1.C([Li])CCC.CN([CH:23]=[O:24])C>C1COCC1>[CH2:1]([O:8][CH2:9][N:10]1[C:14]([CH:23]=[O:24])=[CH:13][CH:12]=[N:11]1)[C:2]1[CH:3]=[CH:4][CH:5]=[CH:6][CH:7]=1. Procedure details: A solution of 1-benzyloxymethyl-1H-pyrazole (4.6 g, 24 mmol) in THF (40 mL) is cooled to −78° C. n-Butyllithium (12 mL, 2.5 M in hexanes, 30 mmol) is added dropwise. After stirring at −78° C. for 30 min, DMF (1.0 mL) is added. The reaction mixture is warmed to RT over 1 h. The mixture is partitioned between aqueous NH4Cl and EtOAc. The organic layer is concentrated to afford the title compound as a yellow oil, which is used directly in the next step: (M+1)+=217. The yield is 63.8%. Reactants: ClCC=1OC=C(C(C1)=O)O (2-chloromethyl-5-hydroxy-pyran-4-one), [N-]=[N+]=[N-].[Na+] (NaN3). Yields the product N(=[N+]=[N-])CC=1OC=C(C(C1)=O)O (2-azidomethyl-5-hydroxy-pyran-4-one). Procedure details: To a stirred solution of 2-chloromethyl-5-hydroxy-pyran-4-one (2) (105.0 g, 656.2 mmol) in DMF (600 mL) was added NaN3 (55.45 g, 853.12 mmol) and the reaction mixture was stirred at room temperature for 16 h. After completion of the reaction, the reaction mixture was diluted with water and extracted with ethyl acetate. Then, the combined organic layer was washed with water and brine, and dried over Na2SO4 and concentrated under reduced pressure to get 2-azidomethyl-5-hydroxy-pyran-4-one (3) (70.... RXN SMILES: Cl[CH2:2][C:3]1[O:4][CH:5]=[C:6]([OH:10])[C:7](=[O:9])[CH:8]=1.[N-:11]=[N+:12]=[N-:13].[Na+]>CN(C=O)C.O>[N:11]([CH2:2][C:3]1[O:4][CH:5]=[C:6]([OH:10])[C:7](=[O:9])[CH:8]=1)=[N+:12]=[N-:13] |f:1.2|. Conditions: time 16 hour. Run in O (water), CN(C)C=O (DMF). Starting materials: N1(CCC(CC1)C(=O)OCC)C(=O)OC(C)(C)C (1-tert-butyl 4-ethyl piperidine-1,4-dicarboxylate), [Li+].CC(C)[N-]C(C)C (LDA), C1CCCCC1 (cyclohexane), CI (methyl iodide). The solvent is C1CCOC1 (THF). Conditions: time 30 minute. Product: CC1(CCN(CC1)C(=O)OC(C)(C)C)C(=O)OCC (1-tert-butyl 4-ethyl 4-methylpiperidine-1,4-dicarboxylate). Reaction SMILES: [N:1]1([C:12]([O:14][C:15]([CH3:18])([CH3:17])[CH3:16])=[O:13])[CH2:6][CH2:5][CH:4]([C:7]([O:9][CH2:10][CH3:11])=[O:8])[CH2:3][CH2:2]1.[Li+].[CH3:20]C([N-]C(C)C)C.C1CCCCC1.CI>C1COCC1>[CH3:20][C:4]1([C:7]([O:9][CH2:10][CH3:11])=[O:8])[CH2:3][CH2:2][N:1]([C:12]([O:14][C:15]([CH3:17])([CH3:16])[CH3:18])=[O:13])[CH2:6][CH2:5]1 |f:1.2|. Procedure details: A solution of Example 532A (2.1 g, 8.1 mmol) in THF (81 mL) at −78° C. was treated dropwise with 1.5M LDA in cyclohexane (6.0 mL, 8.9 mmol), stirred for 30 minutes, treated dropwise with methyl iodide (0.76 mL, 12.1 mmol), stirred for 2.5 hours, quenched with saturated NH4Cl, and extracted with diethyl ether. The combined extracts were washed with brine, dried (MgSO4), filtered and concentrated to provide the desired product. MS (DCI) m/e 272 (M+H)+.